This data is from the Open Reaction Database (ORD), a public repository of structured organic reaction records. The task is: describe an organic reaction: reactants, conditions, products, and yield Starting materials: C(C)(C)(C)OC(=O)NCC(CC(=O)OC(C)(C)C)C1=C(C=CC(=C1)O)C (tert-Butyl 4-(tert-butoxycarbonylamino)-3-(5-hydroxy-2-methyl-phenyl)butanoate), ClCCN(C(=O)Cl)CCCl (N,N-bis(2-chloroethyl)carbamoyl chloride). The solvent is N1=CC=CC=C1 (pyridine). The product is ClCCN(C(=O)OC=1C=CC(=C(C1)C(CC(=O)OC(C)(C)C)CNC(=O)OC(C)(C)C)C)CCCl (tert-Butyl 3-[5-[bis(2-chloroethyl)carbamoyloxy]-2-methyl-phenyl]-4-(tert-butoxycarbonylamino)butanoate). Reaction SMILES: [C:1]([O:5][C:6]([NH:8][CH2:9][CH:10]([C:19]1[CH:24]=[C:23]([OH:25])[CH:22]=[CH:21][C:20]=1[CH3:26])[CH2:11][C:12]([O:14][C:15]([CH3:18])([CH3:17])[CH3:16])=[O:13])=[O:7])([CH3:4])([CH3:3])[CH3:2].[Cl:27][CH2:28][CH2:29][N:30]([CH2:34][CH2:35][Cl:36])[C:31](Cl)=[O:32]>N1C=CC=CC=1>[Cl:27][CH2:28][CH2:29][N:30]([CH2:34][CH2:35][Cl:36])[C:31]([O:25][C:23]1[CH:22]=[CH:21][C:20]([CH3:26])=[C:19]([CH:10]([CH2:9][NH:8][C:6]([O:5][C:1]([CH3:2])([CH3:3])[CH3:4])=[O:7])[CH2:11][C:12]([O:14][C:15]([CH3:16])([CH3:17])[CH3:18])=[O:13])[CH:24]=1)=[O:32]. Procedure details: Adapting a literature known protocol (U.S. Pat. No. 3,299,104), tert-butyl 3-[5-[bis(2-chloroethyl)carbamoyloxy]-2-methyl-phenyl]-4-(tert-butoxycarbonylamino)butanoate (23e) is prepared through carbamoylation of tert-butyl 4-(tert-butoxycarbonylamino)-3-(5-hydroxy-2-methyl-phenyl)butanoate (23d) (731 mg, 2.0 mmol) with commercial N,N-bis(2-chloroethyl)carbamoyl chloride (439 μL, 614 mg, 3.0 mmol) in anhydrous pyridine (15 mL) at about 0° C. The reaction mixture is stirred with gradual warming to... The solvent is C(C)#N (acetonitrile). RXN SMILES: [CH:1]1([C:6]2[N:10]([CH2:11][C:12]([O:14][CH2:15][CH3:16])=[O:13])[C:9]([CH3:17])=[C:8]([CH2:18][C:19]3[CH:24]=[CH:23][CH:22]=[CH:21][C:20]=3[S:25]([N:28]3[CH2:32][CH2:31][CH2:30][CH2:29]3)(=[O:27])=[O:26])[CH:7]=2)[CH2:5][CH2:4][CH2:3][CH2:2]1.ClS([N:37]=[C:38]=O)(=O)=O.CN(C)C=O>C(#N)C>[C:38]([C:7]1[C:8]([CH2:18][C:19]2[CH:24]=[CH:23][CH:22]=[CH:21][C:20]=2[S:25]([N:28]2[CH2:29][CH2:30][CH2:31][CH2:32]2)(=[O:26])=[O:27])=[C:9]([CH3:17])[N:10]([CH2:11][C:12]([O:14][CH2:15][CH3:16])=[O:13])[C:6]=1[CH:1]1[CH2:5][CH2:4][CH2:3][CH2:2]1)#[N:37]. Reaction conditions: time 30 minute. Product: C(#N)C1=C(N(C(=C1CC1=C(C=CC=C1)S(=O)(=O)N1CCCC1)C)CC(=O)OCC)C1CCCC1 (ethyl 2-(3-cyano-2-cyclopentyl-5-methyl-4-(2-(pyrrolidin-1-ylsulfonyl)benzyl)-1H-pyrrol-1-yl)acetate). Procedure: To a solution of ethyl 2-(5-cyclopentyl-2-methyl-3-(2-(pyrrolidin-1-ylsulfonyl)benzyl)-1H-pyrrol-1-yl)acetate (2.54 g, 5.54 mmol) in acetonitrile (28 mL) was added chlorosulfonyl isocyanate (0.818 ml, 9.42 mmol). The reaction was stirred at room temperature for 30 minutes, after which the starting pyrrole had still not been consumed. The reaction was then heated to 55° C. for 30 minutes after which the starting pyrrole was consumed (by LCMS analysis). To the reaction mixture at 55° C. was added ... The reactants are C1(CCCC1)C1=CC(=C(N1CC(=O)OCC)C)CC1=C(C=CC=C1)S(=O)(=O)N1CCCC1 (ethyl 2-(5-cyclopentyl-2-methyl-3-(2-(pyrrolidin-1-ylsulfonyl)benzyl)-1H-pyrrol-1-yl)acetate), ClS(=O)(=O)N=C=O (chlorosulfonyl isocyanate), CN(C=O)C (N,N-dimethylformamide).